This data is from the Open Reaction Database (ORD), a public repository of structured organic reaction records. The task is: describe an organic reaction: reactants, conditions, products, and yield Reactants: CO, O=C(O)C(F)(F)F, Cn1cc(-c2n[nH]c(=O)n2-c2cn(CCCN)c3ccc(F)cc23)c2ccc(OCc3ccccc3)cc21, [Pd]. As a reaction SMILES: [CH3:46][OH:47].[F:1][C:2]([C:3](=[O:4])[OH:5])([F:6])[F:7].[NH2:8][CH2:9][CH2:10][CH2:11][n:12]1[cH:13][c:14](-[n:22]2[c:23](=[O:45])[nH:24][n:25][c:26]2-[c:27]2[cH:28][n:29]([CH3:44])[c:30]3[cH:31][c:32]([O:36][CH2:37][c:38]4[cH:39][cH:40][cH:41][cH:42][cH:43]4)[cH:33][cH:34][c:35]23)[c:15]2[cH:16][c:17]([F:21])[cH:18][cH:19][c:20]12.[Pd:48]>>[F:1][C:2]([C:3](=[O:4])[OH:5])([F:6])[F:7].[NH2:8][CH2:9][CH2:10][CH2:11][n:12]1[cH:13][c:14](-[n:22]2[c:23](=[O:45])[nH:24][n:25][c:26]2-[c:27]2[cH:28][n:29]([CH3:44])[c:30]3[cH:31][c:32]([OH:36])[cH:33][cH:34][c:35]23)[c:15]2[cH:16][c:17]([F:21])[cH:18][cH:19][c:20]12. Yields the product O=C(O)C(F)(F)F, Cn1cc(-c2n[nH]c(=O)n2-c2cn(CCCN)c3ccc(F)cc23)c2ccc(O)cc21. Reactants: C(C1=CC=CC=C1)O[C@@H]1[C@](O[C@@]([C@@H]([C@H]1OCC1=CC=CC=C1)OCC1=CC=CC=C1)(OC)C1=CC(=C(C=C1)Cl)CC1=CC=C(C=C1)OCC(F)(F)F)(C=O)CO ((2S,3S,4S,5R,6S)-3,4,5-tribenzyloxy-6-[4-chloro-3-[[4-(2,2,2-trifluoroethoxy)phenyl]-methyl]phenyl]-2-(hydroxymethyl)-6-methoxy-tetrahydropyran-2-carbaldehyde), [BH4-].[Na+] (sodium borohydride). Run in mixed solution, O (water), O (water). Yields the product C(C1=CC=CC=C1)O[C@@H]1C(O[C@@]([C@@H]([C@H]1OCC1=CC=CC=C1)OCC1=CC=CC=C1)(OC)C1=CC(=C(C=C1)Cl)CC1=CC=C(C=C1)OCC(F)(F)F)(CO)CO ([(3S,4S,5R,6S)-3,4,5-tribenzyloxy-6-[4-chloro-3-[[4-(2,2,2-trifluoroethoxy)phenyl]methyl]phenyl]-2-(hydroxymethyl)-6-methoxy-tetrahydropyran-2-yl]methanol). Yield: 9.1%. RXN SMILES: [CH2:1]([O:8][C@H:9]1[C@H:14]([O:15][CH2:16][C:17]2[CH:22]=[CH:21][CH:20]=[CH:19][CH:18]=2)[C@@H:13]([O:23][CH2:24][C:25]2[CH:30]=[CH:29][CH:28]=[CH:27][CH:26]=2)[C@@:12]([C:33]2[CH:38]=[CH:37][C:36]([Cl:39])=[C:35]([CH2:40][C:41]3[CH:46]=[CH:45][C:44]([O:47][CH2:48][C:49]([F:52])([F:51])[F:50])=[CH:43][CH:42]=3)[CH:34]=2)([O:31][CH3:32])[O:11][C@:10]1([CH2:55][OH:56])[CH:53]=[O:54])[C:2]1[CH:7]=[CH:6][CH:5]=[CH:4][CH:3]=1.[BH4-].[Na+]>O>[CH2:1]([O:8][C@H:9]1[C@H:14]([O:15][CH2:16][C:17]2[CH:18]=[CH:19][CH:20]=[CH:21][CH:22]=2)[C@@H:13]([O:23][CH2:24][C:25]2[CH:26]=[CH:27][CH:28]=[CH:29][CH:30]=2)[C@@:12]([C:33]2[CH:38]=[CH:37][C:36]([Cl:39])=[C:35]([CH2:40][C:41]3[CH:42]=[CH:43][C:44]([O:47][CH2:48][C:49]([F:52])([F:51])[F:50])=[CH:45][CH:46]=3)[CH:34]=2)([O:31][CH3:32])[O:11][C:10]1([CH2:55][OH:56])[CH2:53][OH:54])[C:2]1[CH:3]=[CH:4][CH:5]=[CH:6][CH:7]=1 |f:1.2|. Procedure details: (2S,3S,4S,5R,6S)-3,4,5-tribenzyloxy-6-[4-chloro-3-[[4-(2,2,2-trifluoroethoxy)phenyl]methyl]phenyl]-2-(hydroxymethyl)-6-methoxy-tetrahydropyran-2-carbaldehyde 7j (1.1 g, 1.39 mmol) was dissolved in 30 mL of mixed solution (THF and MeOH, v:v=1:2), followed by addition of sodium borohydride (106 mg, 2.78 mmol) in batch. The reaction mixture was stirred for 30 minutes before 20 mL of water, then 30 mL of water were added. The reaction mixture was extracted with ethyl acetate (50 mL×3). The organic e...